Dataset: the Open Reaction Database (ORD), a public repository of structured organic reaction records. Task: describe an organic reaction: reactants, conditions, products, and yield Starting materials: CCCCCC.C(C)(=O)OCC (hexane ethyl acetate), C(C1=CC=CC=C1)OC=1C=C(N)C=CC1OCCOC (3-(benzyloxy)-4-(2-methoxyethoxy)aniline), ClC1=NC=C(C(=N1)NC=1C=C(C=CC1)NC(OC(C)(C)C)=O)F (tert-butyl (3-((2-chloro-5-fluoropyrimidin-4-yl)amino)phenyl)carbamate), CC(=O)O (CH3COOH). The solvent is C(C)O (ethanol), O (water). Yields the product C(C1=CC=CC=C1)OC=1C=C(C=CC1OCCOC)NC1=NC=C(C(=N1)NC=1C=C(C=CC1)NC(OC(C)(C)C)=O)F (tert-butyl (3-((2-((3-(benzyloxy)-4-(2-methoxyethoxy)phenyl)amino)-5-fluoropyrimidin-4-yl)amino)phenyl)carbamate). Yield: 37.0%. Reaction SMILES: [CH2:1]([O:8][C:9]1[CH:10]=[C:11]([CH:13]=[CH:14][C:15]=1[O:16][CH2:17][CH2:18][O:19][CH3:20])[NH2:12])[C:2]1[CH:7]=[CH:6][CH:5]=[CH:4][CH:3]=1.Cl[C:22]1[N:27]=[C:26]([NH:28][C:29]2[CH:30]=[C:31]([NH:35][C:36](=[O:42])[O:37][C:38]([CH3:41])([CH3:40])[CH3:39])[CH:32]=[CH:33][CH:34]=2)[C:25]([F:43])=[CH:24][N:23]=1.CC(O)=O.CCCCCC.C(OCC)(=O)C>C(O)C.O>[CH2:1]([O:8][C:9]1[CH:10]=[C:11]([NH:12][C:22]2[N:27]=[C:26]([NH:28][C:29]3[CH:30]=[C:31]([NH:35][C:36](=[O:42])[O:37][C:38]([CH3:39])([CH3:40])[CH3:41])[CH:32]=[CH:33][CH:34]=3)[C:25]([F:43])=[CH:24][N:23]=2)[CH:13]=[CH:14][C:15]=1[O:16][CH2:17][CH2:18][O:19][CH3:20])[C:2]1[CH:7]=[CH:6][CH:5]=[CH:4][CH:3]=1 |f:3.4|. Procedure: To a solution of 3-(benzyloxy)-4-(2-methoxyethoxy)aniline (0.500 g) and tert-butyl (3-((2-chloro-5-fluoropyrimidin-4-yl)amino)phenyl)carbamate (0.556 g) in ethanol (10 mL), was added CH3COOH (54 mg). The reaction mixture was heated to reflux for 24 hr. Completion of reaction was monitored by TLC using hexane:ethyl acetate (5:5) as mobile phase. After completion, reaction mixture was allowed to cool at room temperature and poured into cold water. Product was extracted with ethyl acetate (50 mL×3)... Starting materials: COC(=O)c1ccc(C)c(B2OC(C)(C)C(C)(C)O2)c1C, COCCOC, Cc1ccc(NC(=O)C2(c3ccc4c(c3)OC(F)(F)O4)CC2)nc1Cl, [Na+], [Na+], O=C([O-])[O-]. Product: COC(=O)c1ccc(C)c(-c2nc(NC(=O)C3(c4ccc5c(c4)OC(F)(F)O5)CC3)ccc2C)c1C. Reaction SMILES: [CH3:26][c:27]1[c:28]([C:29](=[O:30])[O:31][CH3:32])[cH:33][cH:34][c:35]([CH3:46])[c:36]1[B:37]1[O:38][C:39]([CH3:40])([CH3:41])[C:42]([CH3:43])([CH3:44])[O:45]1.[CH3:53][O:54][CH2:55][CH2:56][O:57][CH3:58].[Cl:1][c:2]1[c:3]([CH3:25])[cH:4][cH:5][c:6]([NH:8][C:9](=[O:10])[C:11]2([c:14]3[cH:15][c:16]4[c:17]([cH:23][cH:24]3)[O:18][C:19]([F:21])([F:22])[O:20]4)[CH2:12][CH2:13]2)[n:7]1.[Na+:47].[Na+:48].[O-:49][C:50](=[O:51])[O-:52]>>[c:2]1(-[c:36]2[c:27]([CH3:26])[c:28]([C:29](=[O:30])[O:31][CH3:32])[cH:33][cH:34][c:35]2[CH3:46])[c:3]([CH3:25])[cH:4][cH:5][c:6]([NH:8][C:9](=[O:10])[C:11]2([c:14]3[cH:15][c:16]4[c:17]([cH:23][cH:24]3)[O:18][C:19]([F:21])([F:22])[O:20]4)[CH2:12][CH2:13]2)[n:7]1. Reactants: C1(\C=C/C(=O)O1)=O (maleic anhydride), CO (methanol), CO (methanol). Reaction conditions: time 3 hour. Yields the product COC(\C=C/C(=O)O)=O (maleic monomethyl ester). RXN SMILES: [C:1]1(=[O:7])[O:6][C:4](=[O:5])[CH:3]=[CH:2]1.[CH3:8][OH:9]>>[CH3:8][O:9][C:4](=[O:5])/[CH:3]=[CH:2]\[C:1]([OH:6])=[O:7]. Procedure: The same procedure as that of process (I) of Example 1 was conducted to obtain a 50% by weight methanol solution of (A1). In the same manner, to a 1 liter flask were added 24.00 g of maleic anhydride and 39.68 g of methanol, and the resulting mixture was stirred under reflux in a water bath kept at 90° C. Thirty minutes after initiation of the stirring, solid components disappeared, 3 hours after, the temperature was lowered to room temperature to obtain a 50% by weight methanol solution of male... Product: C(C)C1=NC=2N(C(=C1)CC)N=C(N2)NCCOC2=CC=CC=C2 (5,7-diethyl-N-(2-phenoxyethyl)-[1,2,4]triazolo[1,5-a]pyrimidin-2-amine). As a reaction SMILES: CS([C:5]1[N:17]=[C:8]2[N:9]=[C:10]([CH2:15][CH3:16])[CH:11]=[C:12]([CH2:13][CH3:14])[N:7]2[N:6]=1)(=O)=O.[O:18]([CH2:25][CH2:26][NH2:27])[C:19]1[CH:24]=[CH:23][CH:22]=[CH:21][CH:20]=1>>[CH2:15]([C:10]1[CH:11]=[C:12]([CH2:13][CH3:14])[N:7]2[N:6]=[C:5]([NH:27][CH2:26][CH2:25][O:18][C:19]3[CH:24]=[CH:23][CH:22]=[CH:21][CH:20]=3)[N:17]=[C:8]2[N:9]=1)[CH3:16]. Procedure: A mixture of 2-methanesulfonyl-5,7-diethyl-[1,2,4]-triazolo[1,5-a]pyrimidine (4.5 g, 17.7 mmol) and 2-phenoxyethylamine (24.3 g, 177.2 mmol) was added to a 100 mL RBF with a magnetic stirring bar, and the flask was fitted with a condenser. The mixture was allowed to stir at 110-120° C. for 72 hours. Progress of the reaction was monitored by analytical HPLC with UV detection where the title compound eluted with retention time of 5.1 min. The reaction was allowed to cool to room temperature and pa... Reaction conditions: temperature 115 celsius, time 72 hour. Reactants: CS(=O)(=O)C1=NN2C(N=C(C=C2CC)CC)=N1 (2-methanesulfonyl-5,7-diethyl-[1,2,4]-triazolo[1,5-a]pyrimidine), O(C1=CC=CC=C1)CCN (2-phenoxyethylamine). Reactants: IC=1C=C(C=CC1)CCN1CCN(CC1)C1=C2C=CC(=NC2=CC=C1)C (5-{4-[2-(3-Iodophenyl)ethyl]-1-piperazinyl}-2-methylquinoline), N1N=CN2C1=NCC2 (5,6-dihydro-1H-imidazo[2,1-c][1,2,4]triazole), P(=O)([O-])([O-])[O-].[K+].[K+].[K+] (potassium phosphate). The reagents and catalysts are C(C)(=O)[O-].[Pd+2].C(C)(=O)[O-] (palladium(II) acetate). The solvent is COCCOC (DME), CO (methanol). Reaction conditions: time 2 hour. Yields the product N=1N=CN2C1N(CC2)C=2C=C(C=CC2)CCN2CCN(CC2)C2=C1C=CC(=NC1=CC=C2)C (5-(4-{2-[3-(5,6-Dihydro-7H-imidazo[2,1-c][1,2,4]triazol-7-yl)phenyl]ethyl}-1-piperazinyl)-2-methylquinoline). Yield: 22.9%. RXN SMILES: I[C:2]1[CH:3]=[C:4]([CH2:8][CH2:9][N:10]2[CH2:15][CH2:14][N:13]([C:16]3[CH:25]=[CH:24][CH:23]=[C:22]4[C:17]=3[CH:18]=[CH:19][C:20]([CH3:26])=[N:21]4)[CH2:12][CH2:11]2)[CH:5]=[CH:6][CH:7]=1.[NH:27]1[C:31]2=[N:32][CH2:33][CH2:34][N:30]2[CH:29]=[N:28]1.P([O-])([O-])([O-])=O.[K+].[K+].[K+]>COCCOC.CO.C([O-])(=O)C.[Pd+2].C([O-])(=O)C>[N:27]1[N:28]=[CH:29][N:30]2[CH2:34][CH2:33][N:32]([C:2]3[CH:3]=[C:4]([CH2:8][CH2:9][N:10]4[CH2:15][CH2:14][N:13]([C:16]5[CH:25]=[CH:24][CH:23]=[C:22]6[C:17]=5[CH:18]=[CH:19][C:20]([CH3:26])=[N:21]6)[CH2:12][CH2:11]4)[CH:5]=[CH:6][CH:7]=3)[C:31]=12 |f:2.3.4.5,8.9.10|. Procedure: 5-{4-[2-(3-Iodophenyl)ethyl]-1-piperazinyl}-2-methylquinoline (59 mg), 5,6-dihydro-1H-imidazo[2,1-c][1,2,4]triazole (50 mg, 3.5 equiv.), palladium(II) acetate (9 mg, 0.3 equiv.) 2-(dicyclohexylphosphino)-2′-methylbiphenyl (42 mg, 0.9 equiv.) and potassium phosphate (97 mg, 3.5 equiv.) were suspended in DME and stirred at 150 C under microwave irradiation for 2 h. The mixture was cooled to room temperature, diluted with methanol and loaded onto an ion-exchange cartridge (SCX-2), which was eluted ... Starting materials: C([O-])([O-])=O.[K+].[K+] (potassium carbonate), BrC1=CC(=C(C=O)C=C1)Cl (4-bromo-2-chlorobenzaldehyde), C1(=CC=CC=C1)B(O)O (phenylboronic acid), CCCCCCC.C(Cl)(Cl)Cl (heptane chloroforme). Reagents/catalysts: [Pd].C1(=CC=CC=C1)P(C1=CC=CC=C1)C1=CC=CC=C1.C1(=CC=CC=C1)P(C1=CC=CC=C1)C1=CC=CC=C1.C1(=CC=CC=C1)P(C1=CC=CC=C1)C1=CC=CC=C1.C1(=CC=CC=C1)P(C1=CC=CC=C1)C1=CC=CC=C1 (tetrakis(triphenylphosphine) palladium). Solvent: O1CCCC1 (tetrahydrofurane), [Cl-].[Na+].O (brine), O (water). Run at temperature 80 celsius. The product is ClC=1C=C(C=CC1C=O)C1=CC=CC=C1 (3-chlorobiphenyl-4-carbaldehyde). Yield: 66.7%. Reaction SMILES: Br[C:2]1[CH:9]=[CH:8][C:5]([CH:6]=[O:7])=[C:4]([Cl:10])[CH:3]=1.[C:11]1(B(O)O)[CH:16]=[CH:15][CH:14]=[CH:13][CH:12]=1.C(=O)([O-])[O-].[K+].[K+].CCCCCCC.C(Cl)(Cl)Cl>O1CCCC1.O.[Cl-].[Na+].O.[Pd].C1(P(C2C=CC=CC=2)C2C=CC=CC=2)C=CC=CC=1.C1(P(C2C=CC=CC=2)C2C=CC=CC=2)C=CC=CC=1.C1(P(C2C=CC=CC=2)C2C=CC=CC=2)C=CC=CC=1.C1(P(C2C=CC=CC=2)C2C=CC=CC=2)C=CC=CC=1>[Cl:10][C:4]1[CH:3]=[C:2]([C:11]2[CH:16]=[CH:15][CH:14]=[CH:13][CH:12]=2)[CH:9]=[CH:8][C:5]=1[CH:6]=[O:7] |f:2.3.4,5.6,9.10.11,12.13.14.15.16|. Reported procedure: To a solution of 5 g (22.78 mmol) of 4-bromo-2-chlorobenzaldehyde in 30 ml of tetrahydrofurane are successively added 3.47 g (28.47 mmol) of phenylboronic acid, 4.72 g (34.17 mmol) of potassium carbonate dissolved in 15 ml of water and 263 mg (0.01 equivalent) of tetrakis(triphenylphosphine) palladium. The reaction mixture is heated at 80° C. for 3 hrs. The reaction mixture is then cooled to ambient temperature and poured on 150 ml of brine. The watery layer is extracted three times with dichlor... Starting materials: ClC1=CC(=NC=2N1N=C(C2C2=CC=C(C=C2)Cl)C2=C(C=CC=C2)Cl)C (7-chloro-3-(4-chlorophenyl)-2-(2-chlorophenyl)-5-methylpyrazolo[1,5-a]pyrimidine), [H-].[Na+] (NaH), C(C)(C)O (isopropanol). Run in C1CCOC1 (THF). Conditions: time 1 hour. Yields the product ClC1=CC=C(C=C1)C=1C(=NN2C1N=C(C=C2OC(C)C)C)C2=C(C=CC=C2)Cl (3-(4-Chlorophenyl)-2-(2-chlorophenyl)-7-isopropoxy-5-methylpyrazolo[1,5-a]pyrimidine). RXN SMILES: Cl[C:2]1[N:7]2[N:8]=[C:9]([C:18]3[CH:23]=[CH:22][CH:21]=[CH:20][C:19]=3[Cl:24])[C:10]([C:11]3[CH:16]=[CH:15][C:14]([Cl:17])=[CH:13][CH:12]=3)=[C:6]2[N:5]=[C:4]([CH3:25])[CH:3]=1.[H-].[Na+].[CH:28]([OH:31])([CH3:30])[CH3:29]>C1COCC1>[Cl:17][C:14]1[CH:13]=[CH:12][C:11]([C:10]2[C:9]([C:18]3[CH:23]=[CH:22][CH:21]=[CH:20][C:19]=3[Cl:24])=[N:8][N:7]3[C:2]([O:31][CH:28]([CH3:30])[CH3:29])=[CH:3][C:4]([CH3:25])=[N:5][C:6]=23)=[CH:16][CH:15]=1 |f:1.2|. Procedure: To a solution of 7-chloro-3-(4-chlorophenyl)-2-(2-chlorophenyl)-5-methylpyrazolo[1,5-a]pyrimidine (I-3A-4b; 59 mg, 0.15 mmol) in THF (0.5 ml) and isopropanol (0.5 ml) was added NaH (60% dispersion in oil, 30 mg, 0.76 mmol). After stirring for 1 hour, the reaction was extracted from saturated aqueous NaHCO3 with ethyl acetate, the combined organic layers were dried (MgSO4), concentrated and purified on a Biotage™ Flash 12M column using 0–35% ethyl acetate in hexanes as eluant to afford 8A-1 (59 m... Starting materials: Cl.BrC=1N=C(NC1)C1=CC=C(C=C1)OC (4-Bromo-2-(4-methoxyphenyl)imidazole hydrochloride). Run in CC(=O)O (AcOH), Br (HBr). Conditions: time 8 hour. The product is BrC=1N=C(NC1)C1=CC=C(C=C1)O (4-Bromo-2-(4-hydroxyphenyl)imidazole). Yield: 62.5%. Reaction SMILES: Cl.[Br:2][C:3]1[N:4]=[C:5]([C:8]2[CH:13]=[CH:12][C:11]([O:14]C)=[CH:10][CH:9]=2)[NH:6][CH:7]=1>CC(O)=O.Br>[Br:2][C:3]1[N:4]=[C:5]([C:8]2[CH:9]=[CH:10][C:11]([OH:14])=[CH:12][CH:13]=2)[NH:6][CH:7]=1 |f:0.1|. Procedure: A suspension of 10 (2.6 g, 0.0091 mol) in AcOH (10 ml) and 48% HBr (40 ml) was heated at reflux for 10 hours. After stirring overnight at room temperature the solution was concentrated to dryness and the residue stirred overnight with saturated NaHCO3. The mixture was filtered to yield 1.36 g (65%) of 11.